This data is from the Open Reaction Database (ORD), a public repository of structured organic reaction records. The task is: describe an organic reaction: reactants, conditions, products, and yield The reactants are C1CCOC1, CN1CCN(CCn2ncc3c2CCc2c-3sc3ncnc(OCCc4ccc([N+](=O)[O-])cc4)c23)CC1, CC(C)(C)[O-], [K+]. The product is CN1CCN(CCn2ncc3c2CCc2c-3sc3ncnc(O)c23)CC1. RXN SMILES: [CH2:44]1[O:45][CH2:46][CH2:47][CH2:48]1.[CH3:1][N:2]1[CH2:3][CH2:4][N:5]([CH2:8][CH2:9][n:10]2[n:11][cH:12][c:13]3[c:14]2[CH2:15][CH2:16][c:17]2[c:18]4[c:19]([O:26][CH2:27][CH2:28][c:29]5[cH:30][cH:31][c:32]([N+:33]([O-:34])=[O:35])[cH:36][cH:37]5)[n:20][cH:21][n:22][c:23]4[s:24][c:25]2-3)[CH2:6][CH2:7]1.[CH3:38][C:39]([CH3:40])([O-:41])[CH3:42].[K+:43]>>[CH3:1][N:2]1[CH2:3][CH2:4][N:5]([CH2:8][CH2:9][n:10]2[n:11][cH:12][c:13]3[c:14]2[CH2:15][CH2:16][c:17]2[c:18]4[c:19]([OH:26])[n:20][cH:21][n:22][c:23]4[s:24][c:25]2-3)[CH2:6][CH2:7]1.